From a dataset of the Open Reaction Database (ORD), a public repository of structured organic reaction records. describe an organic reaction: reactants, conditions, products, and yield Reactants: COC(=O)C(=O)Nc1cc(-c2ccc(OC(F)(F)F)cc2)ccc1OCc1ccc(C(C)(C)C)cc1, O=C([O-])[O-], CI, CC#N, [K+], [K+], C1COCCOCCOCCOCCOCCO1, O. Yields the product COC(=O)C(=O)N(C)c1cc(-c2ccc(OC(F)(F)F)cc2)ccc1OCc1ccc(C(C)(C)C)cc1. RXN SMILES: [C:1]([CH3:2])([CH3:3])([CH3:4])[c:5]1[cH:6][cH:7][c:8]([CH2:9][O:10][c:11]2[c:12]([NH:28][C:29]([C:30](=[O:31])[O:32][CH3:33])=[O:34])[cH:13][c:14](-[c:17]3[cH:18][cH:19][c:20]([O:23][C:24]([F:25])([F:26])[F:27])[cH:21][cH:22]3)[cH:15][cH:16]2)[cH:35][cH:36]1.[C:39](=[O:40])([O-:41])[O-:42].[CH3:37][I:38].[CH3:64][C:65]#[N:66].[K+:43].[K+:44].[O:45]1[CH2:46][CH2:47][O:48][CH2:49][CH2:50][O:51][CH2:52][CH2:53][O:54][CH2:55][CH2:56][O:57][CH2:58][CH2:59][O:60][CH2:61][CH2:62]1.[OH2:63]>>[C:1]([CH3:2])([CH3:3])([CH3:4])[c:5]1[cH:6][cH:7][c:8]([CH2:9][O:10][c:11]2[c:12]([N:28]([C:29]([C:30](=[O:31])[O:32][CH3:33])=[O:34])[CH3:39])[cH:13][c:14](-[c:17]3[cH:18][cH:19][c:20]([O:23][C:24]([F:25])([F:26])[F:27])[cH:21][cH:22]3)[cH:15][cH:16]2)[cH:35][cH:36]1. Starting materials: C1CCOC1, COC(=O)CNC(=O)c1c(O)c2ccc(-c3c(C)noc3C)cc2n(C)c1=O, CO, Cl, [Na+], [OH-]. The product is Cc1noc(C)c1-c1ccc2c(O)c(C(=O)NCC(=O)O)c(=O)n(C)c2c1. As a reaction SMILES: [CH2:34]1[O:35][CH2:36][CH2:37][CH2:38]1.[CH3:1][c:2]1[n:3][o:4][c:5]([CH3:28])[c:6]1-[c:7]1[cH:8][cH:9][c:10]2[c:11]([OH:27])[c:12]([C:19](=[O:20])[NH:21][CH2:22][C:23](=[O:24])[O:25][CH3:26])[c:13](=[O:18])[n:14]([CH3:17])[c:15]2[cH:16]1.[CH3:32][OH:33].[ClH:31].[Na+:30].[OH-:29]>>[CH3:1][c:2]1[n:3][o:4][c:5]([CH3:28])[c:6]1-[c:7]1[cH:8][cH:9][c:10]2[c:11]([OH:27])[c:12]([C:19](=[O:20])[NH:21][CH2:22][C:23](=[O:24])[OH:25])[c:13](=[O:18])[n:14]([CH3:17])[c:15]2[cH:16]1. The reactants are C1(=C(C=CC2=CC=CC=C12)P(C1=CC=CC=C1)C1=CC=CC=C1)C1=C(C=CC2=CC=CC=C12)P(C1=CC=CC=C1)C1=CC=CC=C1 (rac-1,1′-binaphthalene-2,2′-diylbis(diphenylphosphane)), BrC=1C=C(C=C(C1)F)C#N (3-bromo-5-fluorobenzenecarbonitrile), C(C)OC(=C)[Sn](CCCC)(CCCC)CCCC ((1-ethoxyvinyl)tributylstannane). Reagents/catalysts: C=1C=CC(=CC1)/C=C/C(=O)/C=C/C2=CC=CC=C2.C=1C=CC(=CC1)/C=C/C(=O)/C=C/C2=CC=CC=C2.C=1C=CC(=CC1)/C=C/C(=O)/C=C/C2=CC=CC=C2.[Pd].[Pd] (tris(dibenzylideneacetone)dipalladium). The solvent is C1(=CC=CC=C1)C (toluene). Yields the product C(C)(=O)C=1C=C(C=C(C1)F)C#N (3-Acetyl-5-fluorobenzenecarbonitrile). Reaction SMILES: C1(C2C3C(=CC=CC=3)C=CC=2P(C2C=CC=CC=2)C2C=CC=CC=2)C2C(=CC=CC=2)C=CC=1P(C1C=CC=CC=1)C1C=CC=CC=1.Br[C:48]1[CH:49]=[C:50]([C:55]#[N:56])[CH:51]=[C:52]([F:54])[CH:53]=1.[CH2:57]([O:59]C([Sn](CCCC)(CCCC)CCCC)=C)[CH3:58]>C1(C)C=CC=CC=1.C1C=CC(/C=C/C(/C=C/C2C=CC=CC=2)=O)=CC=1.C1C=CC(/C=C/C(/C=C/C2C=CC=CC=2)=O)=CC=1.C1C=CC(/C=C/C(/C=C/C2C=CC=CC=2)=O)=CC=1.[Pd].[Pd]>[C:57]([C:48]1[CH:49]=[C:50]([C:55]#[N:56])[CH:51]=[C:52]([F:54])[CH:53]=1)(=[O:59])[CH3:58] |f:4.5.6.7.8|. Reported procedure: 824 mg (0.900 mmol) of tris(dibenzylideneacetone)dipalladium and 1.23 g (1.98 mmol) of rac-1,1′-binaphthalene-2,2′-diylbis(diphenylphosphane) are added to 9.00 g (45.0 mmol) of 3-bromo-5-fluorobenzenecarbonitrile in toluene (300 ml) under an argon atmosphere. After the addition of 19.5 g (54.0 mmol) of (1-ethoxyvinyl)tributylstannane, the mixture is stirred under reflux overnight. The reaction mixture is subsequently concentrated and the residue is taken up in 300 ml of THF. After the addition o...